This data is from the Open Reaction Database (ORD), a public repository of structured organic reaction records. The task is: describe an organic reaction: reactants, conditions, products, and yield Reactants: COCc1ccccc1N, [Cl-], Cl, O=N[O-], [Na+], [Na+], [OH-], O. The product is COCc1ccccc1NN. Reaction SMILES: [CH3:1][O:2][CH2:3][c:4]1[c:5]([NH2:6])[cH:7][cH:8][cH:9][cH:10]1.[Cl-:15].[ClH:18].[N:11]([O-:12])=[O:13].[Na+:14].[Na+:17].[OH-:16].[OH2:19]>>[CH3:1][O:2][CH2:3][c:4]1[c:5]([NH:6][NH2:11])[cH:7][cH:8][cH:9][cH:10]1. The reactants are CO, N#CCOc1ccc(Cl)cc1, Cl, NO, [Na+], O=C([O-])O. Yields the product NC(COc1ccc(Cl)cc1)=NO. Reaction SMILES: [CH3:20][OH:21].[Cl:1][c:2]1[cH:3][cH:4][c:5]([O:6][CH2:7][C:8]#[N:9])[cH:10][cH:11]1.[ClH:12].[NH2:13][OH:14].[Na+:15].[OH:16][C:17](=[O:18])[O-:19]>>[Cl:1][c:2]1[cH:3][cH:4][c:5]([O:6][CH2:7][C:8]([NH2:9])=[N:13][OH:14])[cH:10][cH:11]1. Reaction SMILES: [BrH:14].[CH3:15][c:16]1[cH:17][cH:18][cH:19][cH:20][cH:21]1.[c:1]1([CH:7]([CH2:8][CH2:9][OH:10])[CH2:11][CH2:12][OH:13])[cH:2][cH:3][cH:4][cH:5][cH:6]1>>[c:1]1([CH:7]([CH2:8][CH2:9][Br:14])[CH2:11][CH2:12][OH:13])[cH:2][cH:3][cH:4][cH:5][cH:6]1. Product: OCCC(CCBr)c1ccccc1. Starting materials: Br, Cc1ccccc1, OCCC(CCO)c1ccccc1. Reactants: BrC1=CC=C(C(=O)OC2C[C@H](C3=C2N=CN=C3N3CCN(CC3)C(=O)OC(C)(C)C)C)C=C1 ((R)-tert-Butyl 4-(7-(4-bromobenzoyloxy)-5-methyl-6,7-dihydro-5H-cyclopenta[d]pyrimidin-4-yl)piperazine-1-carboxylate). The solvent is C(C)(=O)OCC (ethyl acetate), hexanes. The product is BrC1=CC=C(C(=O)O[C@@H]2C[C@H](C3=C2N=CN=C3N3CCN(CC3)C(=O)OC(C)(C)C)C)C=C1 (tert-butyl 4-((5R,7R)-7-(4-bromobenzoyloxy)-5-methyl-6,7-dihydro-5H-cyclopenta[d]pyrimidin-4-yl)piperazine-1-carboxylate). Isolated yield 37.3%. Reaction SMILES: [Br:1][C:2]1[CH:33]=[CH:32][C:5]([C:6]([O:8][CH:9]2[C:13]3[N:14]=[CH:15][N:16]=[C:17]([N:18]4[CH2:23][CH2:22][N:21]([C:24]([O:26][C:27]([CH3:30])([CH3:29])[CH3:28])=[O:25])[CH2:20][CH2:19]4)[C:12]=3[C@H:11]([CH3:31])[CH2:10]2)=[O:7])=[CH:4][CH:3]=1>C(OCC)(=O)C>[Br:1][C:2]1[CH:33]=[CH:32][C:5]([C:6]([O:8][C@H:9]2[C:13]3[N:14]=[CH:15][N:16]=[C:17]([N:18]4[CH2:19][CH2:20][N:21]([C:24]([O:26][C:27]([CH3:28])([CH3:30])[CH3:29])=[O:25])[CH2:22][CH2:23]4)[C:12]=3[C@H:11]([CH3:31])[CH2:10]2)=[O:7])=[CH:4][CH:3]=1. Procedure: (R)-tert-Butyl 4-(7-(4-bromobenzoyloxy)-5-methyl-6,7-dihydro-5H-cyclopenta[d]pyrimidin-4-yl)piperazine-1-carboxylate (0.832 g, 1.608 mmol) was subjected to chromatography on SiO2 eluting with 2:1 hexanes:ethyl acetate to give tert-butyl 4-((5R,7R)-7-(4-bromobenzoyloxy)-5-methyl-6,7-dihydro-5H-cyclopenta[d]pyrimidin-4-yl)piperazine-1-carboxylate (0.31 g, 37%); then switching to 1:1 hexane:ethyl acetate to give tert-butyl 4-((5R,7S)-7-(4-bromobenzoyloxy)-5-methyl-6,7-dihydro-5H-cyclopenta[d]pyrimi... The reactants are IC1=NN(C2=CN=C(C=C21)C)CC(=O)OC(C)(C)C (tert-butyl 2-(3-iodo-5-methyl-1H-pyrazolo[3,4-c]pyridin-1-yl)acetate), Pd(dppf)C2, O (water), CN(C)C=O (DMF). Reagents/catalysts: [C-]#N.[C-]#N.[Zn+2] (Zn(CN)2), C=1C=CC(=CC1)/C=C/C(=O)/C=C/C2=CC=CC=C2.C=1C=CC(=CC1)/C=C/C(=O)/C=C/C2=CC=CC=C2.C=1C=CC(=CC1)/C=C/C(=O)/C=C/C2=CC=CC=C2.[Pd].[Pd] (Pd2(dba)3). Yields the product C(#N)C1=NN(C2=CN=C(C=C21)C)CC(=O)OC(C)(C)C (Tert-butyl 2-(3-cyano-5-methyl-1H-pyrazolo[3,4-c]pyridin-1-yl)acetate). RXN SMILES: I[C:2]1[C:10]2[C:5](=[CH:6][N:7]=[C:8]([CH3:11])[CH:9]=2)[N:4]([CH2:12][C:13]([O:15][C:16]([CH3:19])([CH3:18])[CH3:17])=[O:14])[N:3]=1.O.[CH3:21][N:22](C=O)C>[C-]#N.[C-]#N.[Zn+2].C1C=CC(/C=C/C(/C=C/C2C=CC=CC=2)=O)=CC=1.C1C=CC(/C=C/C(/C=C/C2C=CC=CC=2)=O)=CC=1.C1C=CC(/C=C/C(/C=C/C2C=CC=CC=2)=O)=CC=1.[Pd].[Pd]>[C:21]([C:2]1[C:10]2[C:5](=[CH:6][N:7]=[C:8]([CH3:11])[CH:9]=2)[N:4]([CH2:12][C:13]([O:15][C:16]([CH3:19])([CH3:18])[CH3:17])=[O:14])[N:3]=1)#[N:22] |f:3.4.5,6.7.8.9.10|. Procedure: A mixture of tert-butyl 2-(3-iodo-5-methyl-1H-pyrazolo[3,4-c]pyridin-1-yl)acetate (1.00 g, 2.55 mmol), Zn(CN)2 (329 mg, 2.55 mmol), Pd(dppf)C2 (208 mg, 0.25 mmol), Pd2(dba)3 (233 mg, 0.25 mmol), water (2.7 mL) and DMF (20 mL) was subjected to microwave irradiation at 120° C. for 30 min under argon. The reaction mixture was filtered through a pad of Celite and the filtrate was diluted with water and EtOAc. The layers were separated and the aqueous layer was extracted with EtOAc. The combined orga... Starting materials: Br.C(C)(=O)O (hydrogen bromide acetic acid), C(C)(=O)C1=CN=C2N1C=CC=C2 (3-acetylimidazo[1,2-a]pyridine), BrBr (bromine). Run in C(C)(=O)O (acetic acid). Conditions: temperature 40 celsius, time 2 hour. Yields the product BrCC(=O)C1=CN=C2N1C=CC=C2 (3-bromoacetylimidazo[1,2-a]pyridine). Isolated yield 40.0%. Reaction SMILES: [C:1]([C:4]1[N:8]2[CH:9]=[CH:10][CH:11]=[CH:12][C:7]2=[N:6][CH:5]=1)(=[O:3])[CH3:2].[BrH:13].C(O)(=O)C.BrBr>C(O)(=O)C>[Br:13][CH2:2][C:1]([C:4]1[N:8]2[CH:9]=[CH:10][CH:11]=[CH:12][C:7]2=[N:6][CH:5]=1)=[O:3] |f:1.2|. Reported procedure: 22.1 g of 3-acetylimidazo[1,2-a]pyridine was dissolved in 220 ml of acetic acid. 35.1 ml of a 30% hydrogen bromide/acetic acid solution was added dropwise to the solution at 0° C. Then 28.6 g of bromine was added dropwise thereto at 40° C. The mixture was stirred at 40° C. for 2 h and crystals thus formed were filtered. The crystals were dissolved in 100 ml of water. The solution was made alkaline with an excess of an aqueous sodium hydrogencarbonate solution and then extracted with ethyl acetat... Reactants: O=C(O)Cn1c[nH+]c2ccccc21, O=C([O-])C(F)(F)F, Cc1ccc(N)cc1F. Product: Cc1ccc(NC(=O)Cn2cnc3ccccc32)cc1F. As a reaction SMILES: [C:8](=[O:9])([OH:10])[CH2:11][n:12]1[cH:13][nH+:14][c:15]2[c:16]1[cH:17][cH:18][cH:19][cH:20]2.[F:1][C:2]([F:3])([F:4])[C:5]([O-:6])=[O:7].[F:21][c:22]1[cH:23][c:24]([NH2:25])[cH:26][cH:27][c:28]1[CH3:29]>>[C:8](=[O:10])([CH2:11][n:12]1[cH:13][n:14][c:15]2[c:16]1[cH:17][cH:18][cH:19][cH:20]2)[NH:25][c:24]1[cH:23][c:22]([F:21])[c:28]([CH3:29])[cH:27][cH:26]1.